This data is from the Open Reaction Database (ORD), a public repository of structured organic reaction records. The task is: describe an organic reaction: reactants, conditions, products, and yield Starting materials: CO, CN(C)CCC(=O)c1ccc(Cl)cc1, Cl, NN, [Na+], [OH-], O. Yields the product Clc1ccc(C2=NNCC2)cc1. As a reaction SMILES: [CH3:21][OH:22].[Cl:2][c:3]1[cH:4][cH:5][c:6]([C:9]([CH2:10][CH2:11][N:12]([CH3:14])[CH3:15])=[O:13])[cH:7][cH:8]1.[ClH:1].[NH2:17][NH2:18].[Na+:20].[OH-:19].[OH2:16]>>[Cl:2][c:3]1[cH:4][cH:5][c:6]([C:9]2=[N:17][NH:12][CH2:11][CH2:10]2)[cH:7][cH:8]1. The reactants are ClC1=NC=C(C(=O)NC2=CC=C(C=C2)F)C=C1 (6-chloro-N-(4-fluorophenyl)nicotinamide), SCCC(=O)OC (methyl 3-mercaptopropionate), ice water, CC(C)([O-])C.[K+] (potassium tert-butoxide). Run in C1CCOC1 (THF). Conditions: time 3 hour. Yields the product COC(CCSC1=NC=C(C=C1)C(NC1=CC=C(C=C1)F)=O)=O (3-[5-(4-Fluorophenylcarbamoyl)Pyridin-2-Ylsulfanyl]Propionic Acid Methyl Ester). Isolated yield 3.9%. As a reaction SMILES: Cl[C:2]1[CH:17]=[CH:16][C:5]([C:6]([NH:8][C:9]2[CH:14]=[CH:13][C:12]([F:15])=[CH:11][CH:10]=2)=[O:7])=[CH:4][N:3]=1.[SH:18][CH2:19][CH2:20][C:21]([O:23][CH3:24])=[O:22].CC(C)([O-])C.[K+]>C1COCC1>[CH3:24][O:23][C:21](=[O:22])[CH2:20][CH2:19][S:18][C:2]1[CH:17]=[CH:16][C:5]([C:6](=[O:7])[NH:8][C:9]2[CH:14]=[CH:13][C:12]([F:15])=[CH:11][CH:10]=2)=[CH:4][N:3]=1 |f:2.3|. Procedure details: To a solution of 6-chloro-N-(4-fluorophenyl)nicotinamide (0.25 g, 1.0 mmol) in 3 mL of THF was added methyl 3-mercaptopropionate (0.16 mL, 1.5 mmol) then potassium tert-butoxide (0.22 g, 2.0 mmol). The mixture was stirred for 3 h then poured into ice water and the solids washed with water and collected. Purification by trituration using ethyl acetate gave 13 mg (4%) of the titled product as a white solid: 1H NMR (300 MHz, DMSO-d6) δ 10.33 (s, 1H), 8.94 (m, 1H), 8.09 (m, 1H), 7.74 (m, 2H), 7.43 (... Starting materials: N (Ammonia), C(C1=CC=CC=C1)(C1=CC=CC=C1)N1CC(C1)OS(=O)(=O)C (methanesulfonic acid 1-benzhydryl-azetidin-3-yl ester). Run in CO (MeOH). Reaction conditions: time 2 hour. Product: C(C1=CC=CC=C1)(C1=CC=CC=C1)N1CC(C1)N (1-Benzhydryl-azetidin-3-ylamine), solid. Isolated yield 90.0%. As a reaction SMILES: [NH3:1].[CH:2]([N:15]1[CH2:18][CH:17](OS(C)(=O)=O)[CH2:16]1)([C:9]1[CH:14]=[CH:13][CH:12]=[CH:11][CH:10]=1)[C:3]1[CH:8]=[CH:7][CH:6]=[CH:5][CH:4]=1>CO>[CH:2]([N:15]1[CH2:18][CH:17]([NH2:1])[CH2:16]1)([C:9]1[CH:14]=[CH:13][CH:12]=[CH:11][CH:10]=1)[C:3]1[CH:8]=[CH:7][CH:6]=[CH:5][CH:4]=1. Reported procedure: Ammonia gas was bubbled through a solution of methanesulfonic acid 1-benzhydryl-azetidin-3-yl ester (952.4 mg, 3 mmol) in MeOH (15 mL). After 2 hours, TLC showed the reaction to be complete. The title compound was obtained as a white solid (643.5 mg, 90%) after removal of the solvent. MS: 239 (MH+); HPLC Rf: 3.54 min; HPLC purity: 98%. The reactants are CC(N=C=NC(C)C)C (DIC), CC1=CC=CC(=C1NC(=O)C2=CN=C(S2)NC=3C=C(N=C(N3)C)N4CCN(CC4)CCO)Cl (dasatinib), N([C@@H](CC(C)C)C(=O)O)C(=O)OC(C)(C)C (Boc-Leu-OH), C1(=CC=C(C=C1)S(=O)(=O)[O-])C.CN(C1=CC=[NH+]C=C1)C (DPTS). The solvent is C(Cl)Cl (DCM), CN(C)C=O (DMF). Run at time 5 hour. Yields the product CC1=CC=CC(=C1NC(=O)C2=CN=C(S2)NC=3C=C(N=C(N3)C)N4CCN(CC4)CCO)Cl.N[C@@H](CC(C)C)C(=O)N (Dasatinib Leu-NH2). The yield is 61.0%. RXN SMILES: CC(C)[N:3]=C=NC(C)C.[CH3:10][C:11]1[C:16]([NH:17][C:18]([C:20]2[S:24][C:23]([NH:25][C:26]3[CH:27]=[C:28]([N:33]4[CH2:38][CH2:37][N:36]([CH2:39][CH2:40][OH:41])[CH2:35][CH2:34]4)[N:29]=[C:30]([CH3:32])[N:31]=3)=[N:22][CH:21]=2)=[O:19])=[C:15]([Cl:42])[CH:14]=[CH:13][CH:12]=1.[NH:43](C(OC(C)(C)C)=O)[C@H:44]([C:49]([OH:51])=O)[CH2:45][CH:46]([CH3:48])[CH3:47].C1(C)C=CC(S([O-])(=O)=O)=CC=1.CN(C)C1C=C[NH+]=CC=1>C(Cl)Cl.CN(C=O)C>[CH3:10][C:11]1[C:16]([NH:17][C:18]([C:20]2[S:24][C:23]([NH:25][C:26]3[CH:27]=[C:28]([N:33]4[CH2:38][CH2:37][N:36]([CH2:39][CH2:40][OH:41])[CH2:35][CH2:34]4)[N:29]=[C:30]([CH3:32])[N:31]=3)=[N:22][CH:21]=2)=[O:19])=[C:15]([Cl:42])[CH:14]=[CH:13][CH:12]=1.[NH2:43][C@H:44]([C:49]([NH2:3])=[O:51])[CH2:45][CH:46]([CH3:48])[CH3:47] |f:3.4,7.8|. Reported procedure: DIC (302 mg, 2.4 mmol) was added with stirring to a DMF (4 mL) solution of dasatinib (196 mg, 0.4 mmol), Boc-Leu-OH (111 mg, 0.48 mmol), and DPTS (124 mg, 0.4 mmol). The resulting mixture was stirred at room temperature for five hours. After this period, DCM (100 mL) was added to the reaction mixture which was allowed to stir for an additional 20 minutes. The resulting mixture was transferred into a separatory funnel and washed with 5% NaCl (100 mL×3). The organic phase was dried over Na2SO4 and... Run in C(Cl)(Cl)Cl (CHCl3). Reported procedure: To a solution of 1-methyl-1H-indole (5.9 g, 45.0 mmol) in CHCl3 (150 mL) was added N,N-dimethylbutyramide (5.8 g, 50.4 mmol, 1.1 eq) followed by POCl3 (5.0 mL, 53.5 mmol, 1.2 eq) at 0° C. Then mixture was heated to reflux and stirred for 2 h. The reaction was quenched with saturated aqueous NaHCO3 then stirred for 30 min at room temperature. The mixture was extracted by CH2Cl2 (3×40 mL) and combined organic layers were dried over Na2SO4. The crude product was purified by flash column chromatogra... As a reaction SMILES: [CH3:1][N:2]1[C:10]2[C:5](=[CH:6][CH:7]=[CH:8][CH:9]=2)[CH:4]=[CH:3]1.CN(C)[C:13](=[O:17])[CH2:14][CH2:15][CH3:16].O=P(Cl)(Cl)Cl>C(Cl)(Cl)Cl>[CH3:1][N:2]1[C:10]2[C:5](=[CH:6][CH:7]=[CH:8][CH:9]=2)[C:4]([C:13](=[O:17])[CH2:14][CH2:15][CH3:16])=[CH:3]1. Isolated yield 72.0%. Conditions: time 2 hour. Reactants: CN1C=CC2=CC=CC=C12 (1-methyl-1H-indole), CN(C(CCC)=O)C (N,N-dimethylbutyramide), O=P(Cl)(Cl)Cl (POCl3). Yields the product CN1C=C(C2=CC=CC=C12)C(CCC)=O (1-(1-methyl-1H-indol-3-yl)butan-1-one). The reactants are C1CCOC1, CN, Cn1cnc2c(NCc3cccc(I)c3)nc(Cl)nc21, O. Yields the product CNc1nc(NCc2cccc(I)c2)c2ncn(C)c2n1. Reaction SMILES: [CH2:23]1[O:24][CH2:25][CH2:26][CH2:27]1.[CH3:21][NH2:22].[Cl:1][c:2]1[n:3][c:4]([NH:12][CH2:13][c:14]2[cH:15][c:16]([I:20])[cH:17][cH:18][cH:19]2)[c:5]2[n:6][cH:7][n:8]([CH3:11])[c:9]2[n:10]1.[OH2:28]>>[c:2]1([NH:22][CH3:21])[n:3][c:4]([NH:12][CH2:13][c:14]2[cH:15][c:16]([I:20])[cH:17][cH:18][cH:19]2)[c:5]2[n:6][cH:7][n:8]([CH3:11])[c:9]2[n:10]1. Starting materials: [Al+3], O=C(Cl)Cc1ccc(Br)cc1, ClCCl, C=C, [Cl-], [Cl-], [Cl-], [Cl-]. Product: O=C1CCc2cc(Br)ccc2C1. Reaction SMILES: [Al+3:15].[Br:3][c:4]1[cH:5][cH:6][c:7]([CH2:10][C:11](=[O:12])[Cl:13])[cH:8][cH:9]1.[CH2:19]([Cl:20])[Cl:21].[CH2:1]=[CH2:2].[Cl-:14].[Cl-:16].[Cl-:17].[Cl-:18]>>[CH2:1]1[CH2:2][C:11](=[O:12])[CH2:10][c:7]2[cH:6][cH:5][c:4]([Br:3])[cH:9][c:8]21.